Dataset: the Open Reaction Database (ORD), a public repository of structured organic reaction records. Task: describe an organic reaction: reactants, conditions, products, and yield Reactants: O1CCOC12COC(C2)=O (1,4,7-trioxaspiro[4.4]nonan-8-one), CC(C)C[AlH]CC(C)C (DIBAL). Solvent: ClCCl (dichloromethane), ClCCl (dichloromethane). Reaction conditions: time 1 hour. The product is O1CCOC12COC(C2)O (1,4,7-Trioxaspiro[4.4]nonan-8-ol). The yield is 85.7%. As a reaction SMILES: [O:1]1[C:5]2([CH2:9][C:8](=[O:10])[O:7][CH2:6]2)[O:4][CH2:3][CH2:2]1.CC(C[AlH]CC(C)C)C>ClCCl>[O:1]1[C:5]2([CH2:9][CH:8]([OH:10])[O:7][CH2:6]2)[O:4][CH2:3][CH2:2]1. Procedure details: A solution of 1,4,7-trioxaspiro[4.4]nonan-8-one (prepared from tetronic acid and ethylene glycol) (3.81 g, 26.5 mmol) in dichloromethane (20 mL) at -78° C. was treated with 32 mL of 1.0 M DIBAL in dichloromethane (32.0 mmol). The mixture was stirred one hour, quenched at -78° C. with water (12 mL total) and stirred at 25° C. until complete decomposition of the aluminum complex (two hours). The granular precipitate of alumina was filtered off, and the product was purified by flash chromatography ... The reactants are C1(=CC=CC=C1)N1C(C=2C(C1=O)=CC(=CC2)C(=O)Cl)=O (N-phenyl-4-chlorocarbonylphthalimide), CO (methanol). Product: C1(=CC=CC=C1)N1C(C=2C(C1=O)=CC(=CC2)C(=O)OC)=O (N-phenyl-4-carbomethoxyphthalimide). The yield is 94.7%. As a reaction SMILES: [C:1]1([N:7]2[C:11](=[O:12])[C:10]3=[CH:13][C:14]([C:17](Cl)=[O:18])=[CH:15][CH:16]=[C:9]3[C:8]2=[O:20])[CH:6]=[CH:5][CH:4]=[CH:3][CH:2]=1.[CH3:21][OH:22]>>[C:1]1([N:7]2[C:11](=[O:12])[C:10]3=[CH:13][C:14]([C:17]([O:22][CH3:21])=[O:18])=[CH:15][CH:16]=[C:9]3[C:8]2=[O:20])[CH:6]=[CH:5][CH:4]=[CH:3][CH:2]=1. Procedure: A mixture of 137 g of N-phenyl-4-chlorocarbonylphthalimide and methanol (1.37 L) was refluxed for 1 hr. The solid which formed on cooling was collected and dried to afford 128 g (94.7%) of N-phenyl-4-carbomethoxyphthalimide, Compound 1, mp 200-207° C. Recrystallization of 91.3 g from 2 L of acetonitrile yielded 77.8 g (80.7%) of Compound 1, mp 205-207° C. Reactants: Cc1ccccc1, CC(=O)CC(O)CC(C)Sc1ccccc1F, Cc1ccc(S(=O)(=O)O)cc1. Product: CC(=O)C=CCC(C)Sc1ccccc1F. RXN SMILES: [CH3:29][c:30]1[cH:31][cH:32][cH:33][cH:34][cH:35]1.[F:1][c:2]1[c:3]([S:8][CH:9]([CH2:10][CH:11]([CH2:12][C:13]([CH3:14])=[O:15])[OH:16])[CH3:17])[cH:4][cH:5][cH:6][cH:7]1.[c:18]1([CH3:19])[cH:20][cH:21][c:22]([S:23]([OH:24])(=[O:25])=[O:26])[cH:27][cH:28]1>>[F:1][c:2]1[c:3]([S:8][CH:9]([CH2:10][CH:11]=[CH:12][C:13]([CH3:14])=[O:15])[CH3:17])[cH:4][cH:5][cH:6][cH:7]1. The reactants are COC1=CC=C2C(=C(C(OC2=C1)=O)C1=CC=NC=C1)C (7-methoxy-4-methyl-3-pyridin-4-yl-chromen-2-one), CCS (EtSH), [Al](Br)(Br)Br (AlBr3). The solvent is C(Cl)Cl (CH2Cl2). Yields the product OC1=CC=C2C(=C(C(OC2=C1)=O)C1=CC=NC=C1)C (7-Hydroxy-4-methyl-3-pyridin-4-yl-chromen-2-one). As a reaction SMILES: C[O:2][C:3]1[CH:12]=[C:11]2[C:6]([C:7]([CH3:20])=[C:8]([C:14]3[CH:19]=[CH:18][N:17]=[CH:16][CH:15]=3)[C:9](=[O:13])[O:10]2)=[CH:5][CH:4]=1.CCS.[Al](Br)(Br)Br>C(Cl)Cl>[OH:2][C:3]1[CH:12]=[C:11]2[C:6]([C:7]([CH3:20])=[C:8]([C:14]3[CH:15]=[CH:16][N:17]=[CH:18][CH:19]=3)[C:9](=[O:13])[O:10]2)=[CH:5][CH:4]=1. Procedure details: To a solution of 7-methoxy-4-methyl-3-pyridin-4-yl-chromen-2-one (600 mg, 2.24 mmoL) in CH2Cl2 (10 mL) at 0° C. was added EtSH (˜1 mL) followed by AlBr3 (6.74 mmoL, 1.80 g). The mixture was slowly warm to room temperature and poured into ice sat. NaHCO3 solution. Extraction was conducted 3× with CH2Cl2. The combined organic layer was washed with brine, dried over anhydrous Na2SO4, filtered and concentrated to give the crude material, which was then purified by silica gel column chromatography us... The reactants are C(C)(C)(C)OC(CN1C(=NC2=C1C=CC=C2)SCCBr)=O (tert-butyl[2-(2-bromo-ethylsulfanyl)-benzoimidazol-1-yl]-acetate), NC1=CC=CC=C1 (aniline). Solvent: CCO (EtOH). Conditions: temperature 70 celsius, time 2 hour. Yields the product C1(=CC=CC=C1)NCCSC1=NC2=C(N1CC(=O)O)C=CC=C2 ([2-(2-Phenylamino-ethylsulfanyl)-benzoimidazol-1-yl]-acetic acid). Reaction SMILES: C([O:5][C:6](=[O:21])[CH2:7][N:8]1[C:12]2[CH:13]=[CH:14][CH:15]=[CH:16][C:11]=2[N:10]=[C:9]1[S:17][CH2:18][CH2:19]Br)(C)(C)C.[NH2:22][C:23]1[CH:28]=[CH:27][CH:26]=[CH:25][CH:24]=1>CCO>[C:23]1([NH:22][CH2:19][CH2:18][S:17][C:9]2[N:8]([CH2:7][C:6]([OH:5])=[O:21])[C:12]3[CH:13]=[CH:14][CH:15]=[CH:16][C:11]=3[N:10]=2)[CH:28]=[CH:27][CH:26]=[CH:25][CH:24]=1. Procedure details: To tert-butyl[2-(2-bromo-ethylsulfanyl)-benzoimidazol-1-yl]-acetate (Intermediate 4-I, 25 mg, 0.065 mmol) in EtOH (0.7 ml) is added aniline (31.3 mg, 0.34 mmol). The resulting mixture is heated up to 70° C. for 1 h. After cooling the solvent is evaporated in vacuo and the crude ester is dissolved in TFA/dichloromethane (3:2, 2 ml) and stirred at rt for 2 h. Evaporation of the solvents in vacuo affords a crude product that is purified by chromatography on silica-gel (dichlromethane/MeOH, 100:7.5)... Reactants: O=Cc1ccco1, CC1NC(=O)NN=C1c1ccc(N)cc1, CN(C)C=O, O, c1ccccc1. Product: CC1NC(=O)NN=C1c1ccc(N=Cc2ccco2)cc1. Reaction SMILES: [CH:16]([c:17]1[cH:18][cH:19][cH:20][o:21]1)=[O:22].[NH2:1][c:2]1[cH:3][cH:4][c:5]([C:8]2=[N:13][NH:12][C:11](=[O:14])[NH:10][CH:9]2[CH3:15])[cH:6][cH:7]1.[O:23]=[CH:24][N:25]([CH3:26])[CH3:27].[OH2:34].[cH:28]1[cH:29][cH:30][cH:31][cH:32][cH:33]1>>[N:1]([c:2]1[cH:3][cH:4][c:5]([C:8]2=[N:13][NH:12][C:11](=[O:14])[NH:10][CH:9]2[CH3:15])[cH:6][cH:7]1)=[CH:16][c:17]1[cH:18][cH:19][cH:20][o:21]1. Starting materials: CC1(C)Oc2ccc(C#N)cc2C2OC21, Cn1nnc(CNc2ccccc2)n1. Product: Cn1nnc(CN(c2ccccc2)C2c3cc(C#N)ccc3OC(C)(C)C2O)n1. As a reaction SMILES: [C:1](#[N:2])[c:3]1[cH:4][cH:5][c:6]2[c:7]([cH:15]1)[CH:8]1[CH:9]([C:10]([CH3:12])([CH3:13])[O:11]2)[O:14]1.[CH3:16][n:17]1[n:18][c:19]([CH2:22][NH:23][c:24]2[cH:25][cH:26][cH:27][cH:28][cH:29]2)[n:20][n:21]1>>[C:1](#[N:2])[c:3]1[cH:4][cH:5][c:6]2[c:7]([cH:15]1)[CH:8]([N:23]([CH2:22][c:19]1[n:18][n:17]([CH3:16])[n:21][n:20]1)[c:24]1[cH:25][cH:26][cH:27][cH:28][cH:29]1)[CH:9]([OH:14])[C:10]([CH3:12])([CH3:13])[O:11]2.